This data is from the Open Reaction Database (ORD), a public repository of structured organic reaction records. The task is: describe an organic reaction: reactants, conditions, products, and yield Starting materials: 58, CCC1=C(C(=CC=C1)CC)NC(=O)C (2,6-diethylacetanilide), C(C)(=O)O (acetic acid), S(O)(O)(=O)=O (sulfuric acid), 19.5, [N+](=O)(O)[O-] (nitric acid), S(O)(O)(=O)=O (sulfuric acid). Solvent: O (water). Reaction conditions: temperature 25 celsius, time 1 hour. The product is C(C)C1=C(N)C(=CC(=C1)[N+](=O)[O-])CC (2,6-Diethyl-4-nitroaniline). RXN SMILES: [CH3:1][CH2:2][C:3]1[CH:8]=[CH:7][CH:6]=[C:5]([CH2:9][CH3:10])[C:4]=1[NH:11]C(C)=O.C(O)(=O)C.S(=O)(=O)(O)O.[N+:24]([O-])([OH:26])=[O:25]>O>[CH2:2]([C:3]1[CH:8]=[C:7]([N+:24]([O-:26])=[O:25])[CH:6]=[C:5]([CH2:9][CH3:10])[C:4]=1[NH2:11])[CH3:1]. Procedure details: A solution of 58 parts of 2,6-diethylacetanilide in 100 parts of glacial acetic acid and 184 parts of concentrated sulfuric acid is treated at 10° with a mixture of 19.5 parts by volume of concentrated nitric acid and 13 parts by volume of concentrated sulfuric acid. After addition is completed, the mixture is stirred at 25°C for 1 hour. It is then poured into water and ice, and the solid filtered, washed with water and dried. The 2,6-diethyl-4-nitroacetanilide (30 parts) is treated with 150 par... Reaction SMILES: [C:45]1(=[O:55])[c:46]2[c:47]([cH:51][cH:52][cH:53][cH:54]2)[C:48](=[O:50])[NH:49]1.[C:58](#[N:59])[CH3:60].[I:37].[K:56].[Na+:43].[Na+:44].[OH2:57].[OH:1][CH2:2][CH:3]1[NH:4][c:5]2[cH:6][cH:7][cH:8][cH:9][c:10]2[CH2:11][CH2:12]1.[S:38]([O-:39])([O-:40])(=[O:41])=[S:42].[c:18]1([P:19]([c:20]2[cH:21][cH:22][cH:23][cH:24][cH:25]2)[c:26]2[cH:27][cH:28][cH:29][cH:30][cH:31]2)[cH:32][cH:33][cH:34][cH:35][cH:36]1.[c:61]1([CH3:62])[cH:63][cH:64][cH:65][cH:66][cH:67]1.[nH:13]1[cH:14][cH:15][n:16][cH:17]1>>[CH2:2]([CH:3]1[NH:4][c:5]2[cH:6][cH:7][cH:8][cH:9][c:10]2[CH2:11][CH2:12]1)[N:49]1[C:45](=[O:55])[c:46]2[c:47]([cH:51][cH:52][cH:53][cH:54]2)[C:48]1=[O:50]. Product: O=C1c2ccccc2C(=O)N1CC1CCc2ccccc2N1. Starting materials: O=C1NC(=O)c2ccccc21, CC#N, I, [K], [Na+], [Na+], O, OCC1CCc2ccccc2N1, O=S([O-])([O-])=S, c1ccc(P(c2ccccc2)c2ccccc2)cc1, Cc1ccccc1, c1c[nH]cn1. The reactants are CCOC(=O)Nc1nc(C)cs1, CCO, Cl, Cl, [H-], Cc1[nH]cnc1CSCCN, [Na+], c1ccncc1. The product is Cc1csc(NC(=O)NCCSCc2nc[nH]c2C)n1. As a reaction SMILES: [C:16](=[O:17])([O:18][CH2:19][CH3:20])[NH:21][c:22]1[s:23][cH:24][c:25]([CH3:27])[n:26]1.[CH3:28][CH2:29][OH:30].[ClH:1].[ClH:2].[H-:14].[NH2:3][CH2:4][CH2:5][S:6][CH2:7][c:8]1[n:9][cH:10][nH:11][c:12]1[CH3:13].[Na+:15].[cH:31]1[cH:32][cH:33][n:34][cH:35][cH:36]1>>[NH:3]([CH2:4][CH2:5][S:6][CH2:7][c:8]1[n:9][cH:10][nH:11][c:12]1[CH3:13])[C:16](=[O:17])[NH:21][c:22]1[s:23][cH:24][c:25]([CH3:27])[n:26]1. Starting materials: [C-]#N.[Na+] (Sodium cyanide), C1OC=2C=C(OC(C3=CC=CC=C3)Cl)C=CC2O1 ((3,4-(methylenedioxy)phenoxy]-benzyl chloride). Solvent: CN(C)C=O (DMF). Conditions: time 18 hour. The product is C1OC=2C=C(OC3=C(CC#N)C(=CC=C3)OC3=CC4=C(C=C3)OCO4)C=CC2O1 (2,6-bis-[3,4-(methylenedioxy)phenoxy]benzyl cyanide). Yield: 101.3%. As a reaction SMILES: [C-:1]#[N:2].[Na+].[CH2:4]1[O:21][C:20]2[CH:19]=[CH:18][C:8]([O:9][CH:10](Cl)[C:11]3[CH:16]=[CH:15][CH:14]=[CH:13][CH:12]=3)=[CH:7][C:6]=2[O:5]1>CN(C=O)C>[CH2:4]1[O:21][C:20]2[CH:19]=[CH:18][C:8]([O:9][C:14]3[CH:15]=[CH:16][CH:11]=[C:10]([O:9][C:8]4[CH:18]=[CH:19][C:20]5[O:21][CH2:4][O:5][C:6]=5[CH:7]=4)[C:13]=3[CH2:12][C:1]#[N:2])=[CH:7][C:6]=2[O:5]1 |f:0.1|. Procedure: Sodium cyanide (85 mg, 1.6 mmol) was added to a solution of 2,6-bis-[(3,4-(methylenedioxy)phenoxy]-benzyl chloride (435 mg, 1.1 mmol) in DMF (3 ml) at room temperature. The resulting dark brown solution was stirred at room temperature for 18 hours. The DMF was removed under high vacuum and the remaining brown residue was extracted into ethyl acetate and washed with brine (1×5 ml). After drying over MgSO4, the solvent was removed by evaporation and the remaining solid was purified by column chrom...